Dataset: the Open Reaction Database (ORD), a public repository of structured organic reaction records. Task: describe an organic reaction: reactants, conditions, products, and yield Starting materials: C(C)(=O)O[C@H]1[C@H](O[C@@H]([C@@H]([C@@H]1OC(C)=O)OC(C)=O)CN1C(C=2C(C1=O)=CC=CC2)=O)Br (2,3,4-tri-O-acetyl-6-deoxy-6-phthalimido-α-D-galactopyranosyl bromide), NC(=S)N (thiourea). Run in CC(=O)C (acetone). Yields the product C(C)(=O)O[C@H]1[C@@H](O[C@@H]([C@@H]([C@@H]1OC(C)=O)OC(C)=O)CN1C(C=2C(C1=O)=CC=CC2)=O)SC(N)=N (2-S-(2,3,4-tri-O-acetyl-6-deoxy-6-phthalimido-β-D-galactopyranosyl)-2-thiopseudourea). The yield is 85.8%. RXN SMILES: [C:1]([O:4][C@@H:5]1[C@@H:10]([O:11][C:12](=[O:14])[CH3:13])[C@@H:9]([O:15][C:16](=[O:18])[CH3:17])[C@@H:8]([CH2:19][N:20]2[C:24](=[O:25])[C:23]3=[CH:26][CH:27]=[CH:28][CH:29]=[C:22]3[C:21]2=[O:30])[O:7][C@@H:6]1Br)(=[O:3])[CH3:2].[NH2:32][C:33]([NH2:35])=[S:34]>CC(C)=O>[C:1]([O:4][C@@H:5]1[C@@H:10]([O:11][C:12](=[O:14])[CH3:13])[C@@H:9]([O:15][C:16](=[O:18])[CH3:17])[C@@H:8]([CH2:19][N:20]2[C:24](=[O:25])[C:23]3=[CH:26][CH:27]=[CH:28][CH:29]=[C:22]3[C:21]2=[O:30])[O:7][C@H:6]1[S:34][C:33](=[NH:32])[NH2:35])(=[O:3])[CH3:2]. Reported procedure: A solution of 2,3,4-tri-O-acetyl-6-deoxy-6-phthalimido-α-D-galactopyranosyl bromide (4.0 g.) and thiourea (0.67 g.) in dry acetone (20 ml.) is heated under reflux for 4 hours. The solution is evaporated in vacuo to a syrup which is partitioned between water and dichloromethane. The organic layer is reextracted with water three times. The combined aqueous extracts are evaporated to give 2-S-(2,3,4-tri-O-acetyl-6-deoxy-6-phthalimido-β-D-galactopyranosyl)-2-thiopseudourea (3.40 g.). Reactants: ClC1=C(C(=O)O)C=C(C(=C1)F)C1=NC=CC=C1 (2-chloro-4-fluoro-5-(pyridin-2-yl)benzoic acid), NC1=CC(=NN1C1=CC=CC=C1)C#N (5-amino-1-phenyl-1H-pyrazole-3-carbonitrile). The product is ClC1=C(C(=O)NC2=CC(=NN2C2=CC=CC=C2)C#N)C=C(C(=C1)F)C1=NC=CC=C1 (2-chloro-N-(3-cyano-1-phenyl-1H-pyrazol-5-yl)-4-fluoro-5-(pyridin-2-yl)benzamide). Reaction SMILES: [Cl:1][C:2]1[CH:10]=[C:9]([F:11])[C:8]([C:12]2[CH:17]=[CH:16][CH:15]=[CH:14][N:13]=2)=[CH:7][C:3]=1[C:4]([OH:6])=O.[NH2:18][C:19]1[N:23]([C:24]2[CH:29]=[CH:28][CH:27]=[CH:26][CH:25]=2)[N:22]=[C:21]([C:30]#[N:31])[CH:20]=1>>[Cl:1][C:2]1[CH:10]=[C:9]([F:11])[C:8]([C:12]2[CH:17]=[CH:16][CH:15]=[CH:14][N:13]=2)=[CH:7][C:3]=1[C:4]([NH:18][C:19]1[N:23]([C:24]2[CH:29]=[CH:28][CH:27]=[CH:26][CH:25]=2)[N:22]=[C:21]([C:30]#[N:31])[CH:20]=1)=[O:6]. Procedure details: The title compound was prepared according to the method described for Example 99 using 2-chloro-4-fluoro-5-(pyridin-2-yl)benzoic acid (Preparation 22) and 5-amino-1-phenyl-1H-pyrazole-3-carbonitrile (Preparation 53). The residue was purified using silica gel column chromatography eluting with 10% MeOH in EtOAc followed by a second chromatography eluting with 50% EtOAc in heptanes. Reactants: CCON, C1CCOC1, CCOC(=O)c1nc2ccnn2c(C)c1Nc1ccc(SC)cc1F, C[Si](C)(C)[N-][Si](C)(C)C, Cl, [Li+]. The product is CCONC(=O)c1nc2ccnn2c(C)c1Nc1ccc(SC)cc1F. RXN SMILES: [CH2:1]([CH3:2])[O:3][NH2:4].[CH2:41]1[O:42][CH2:43][CH2:44][CH2:45]1.[CH2:6]([O:8][C:9](=[O:7])[c:11]1[n:12][c:13]2[n:14]([c:15]([CH3:27])[c:16]1[NH:17][c:18]1[c:19]([F:26])[cH:20][c:21]([S:24][CH3:25])[cH:22][cH:23]1)[n:28][cH:29][cH:30]2)[CH3:10].[CH3:31][Si:32]([N-:33][Si:34]([CH3:35])([CH3:36])[CH3:37])([CH3:38])[CH3:39].[ClH:5].[Li+:40]>>[CH2:1]([CH3:2])[O:3][NH:4][C:9](=[O:8])[c:11]1[n:12][c:13]2[n:14]([c:15]([CH3:27])[c:16]1[NH:17][c:18]1[c:19]([F:26])[cH:20][c:21]([S:24][CH3:25])[cH:22][cH:23]1)[n:28][cH:29][cH:30]2.